From a dataset of the Open Reaction Database (ORD), a public repository of structured organic reaction records. describe an organic reaction: reactants, conditions, products, and yield Reactants: BrCCO (2-bromoethanol), C([O-])([O-])=O.[K+].[K+] (potassium carbonate), FC=1C=C(C=O)C=CC1O (3-fluoro-4-hydroxybenzaldehyde). Solvent: CN(C)C=O (DMF). Reaction conditions: temperature 150 celsius, time 10 hour. The product is FC=1C=C(C=O)C=CC1OCCO (3-Fluoro-4-(2-hydroxyethoxy)benzaldehyde). As a reaction SMILES: [F:1][C:2]1[CH:3]=[C:4]([CH:7]=[CH:8][C:9]=1[OH:10])[CH:5]=[O:6].Br[CH2:12][CH2:13][OH:14].C(=O)([O-])[O-].[K+].[K+]>CN(C=O)C>[F:1][C:2]1[CH:3]=[C:4]([CH:7]=[CH:8][C:9]=1[O:10][CH2:12][CH2:13][OH:14])[CH:5]=[O:6] |f:2.3.4|. Procedure: 5.00 g (35.69 mmol) of 3-fluoro-4-hydroxybenzaldehyde are dissolved in 50 ml of dry DMF. 5.35 g (42.82 mmol) of 2-bromoethanol and 19.73 g (142.74 mmol) of potassium carbonate are added. The reaction mixture is stirred at 150° C. for 10 h. The mixture is then filtered, and the filtrate is freed from the solvent on a rotary evaporator. The residue is taken up in 30 ml of ethyl acetate, and 20 ml of sat. aqueous sodium bicarbonate solution are added. The phases are separated and the organic phase ... Starting materials: Cc1nc(NC(=O)c2ccccc2)sc1C(=O)Cl, NCC1CC1, ClCCl, C1CCOC1, c1ccncc1. Yields the product Cc1nc(NC(=O)c2ccccc2)sc1C(=O)NCC1CC1. RXN SMILES: [C:12]([c:13]1[cH:14][cH:15][cH:16][cH:17][cH:18]1)(=[O:19])[NH:20][c:21]1[s:22][c:23]([C:27](=[O:28])[Cl:29])[c:24]([CH3:26])[n:25]1.[CH:1]1([CH2:4][NH2:5])[CH2:2][CH2:3]1.[Cl:35][CH2:36][Cl:37].[O:30]1[CH2:31][CH2:32][CH2:33][CH2:34]1.[cH:6]1[cH:7][cH:8][n:9][cH:10][cH:11]1>>[CH:1]1([CH2:4][NH:5][C:27]([c:23]2[s:22][c:21]([NH:20][C:12]([c:13]3[cH:14][cH:15][cH:16][cH:17][cH:18]3)=[O:19])[n:25][c:24]2[CH3:26])=[O:28])[CH2:2][CH2:3]1. The reactants are O1C(COC2=C1C=CC=C2)C(CN2CCC1(CNC(O1)=O)CC2)O (8-[2-(1,4-benzodioxan-2-yl)-2-hydroxyethyl]-1-oxa-3,8-diazaspiro[4.5]decan-2-one), saturated solution, C(\C=C/C(=O)O)(=O)O (maleic acid). Run in C(C)OCC (diethyl ether), C(C)O (ethanol), C(C)OCC (ethyl ether). Conditions: time 1 hour. The product is C(\C=C/C(=O)O)(=O)O.O1C(COC2=C1C=CC=C2)C(CN2CCC1(CNC(O1)=O)CC2)O (8-[2-(1,4-benzodioxan-2-yl)-2-hydroxyethyl]-1-oxa-3,8-diazaspiro[4.5]decan-2-one maleate). Reaction SMILES: [O:1]1[C:6]2[CH:7]=[CH:8][CH:9]=[CH:10][C:5]=2[O:4][CH2:3][CH:2]1[CH:11]([OH:24])[CH2:12][N:13]1[CH2:23][CH2:22][C:16]2([O:20][C:19](=[O:21])[NH:18][CH2:17]2)[CH2:15][CH2:14]1.[C:25]([OH:32])(=[O:31])/[CH:26]=[CH:27]\[C:28]([OH:30])=[O:29]>C(OCC)C.C(O)C>[C:25]([OH:32])(=[O:31])/[CH:26]=[CH:27]\[C:28]([OH:30])=[O:29].[O:1]1[C:6]2[CH:7]=[CH:8][CH:9]=[CH:10][C:5]=2[O:4][CH2:3][CH:2]1[CH:11]([OH:24])[CH2:12][N:13]1[CH2:23][CH2:22][C:16]2([O:20][C:19](=[O:21])[NH:18][CH2:17]2)[CH2:15][CH2:14]1 |f:4.5|. Reported procedure: 1.0 g of 8-[2-(1,4-benzodioxan-2-yl)-2-hydroxyethyl]-1-oxa-3,8-diazaspiro[4.5]decan-2-one is dissolved in a solution of 5 ml of diethyl ether and 5 ml of ethanol at 20°. To this solution is added 10 ml of a saturated solution of maleic acid in ethyl ether. The mixture is allowed to stand for one hour at room temperature. The resulting precipitate is recovered by filtration, washed three times with diethyl ether and then crystallized from a mixture to diethyl ether and ethanol affording 8-[2-(1,4... Reactants: C1(=CC(=CC=C1)CN1C(C=CCC1C1=C(C=C(C=C1OC)F)OC)=O)C1=CC=CC=C1 (1-([1,1′-biphenyl]-3-ylmethyl)-6-(4-fluoro-2,6-dimethoxyphenyl)-5,6-dihydropyridin-2(1H)-one), Pd(C). Solvent: CCOC(=O)C (AcOEt). Reaction conditions: time 1 hour. Yields the product C1(=CC(=CC=C1)CN1C(CCCC1C1=C(C=C(C=C1OC)F)OC)=O)C1=CC=CC=C1 (1-([1,1′-biphenyl]-3-ylmethyl)-6-(4-fluoro-2,6-dimethoxyphenyl)piperidin-2-one). Reaction SMILES: [C:1]1([C:26]2[CH:31]=[CH:30][CH:29]=[CH:28][CH:27]=2)[CH:6]=[CH:5][CH:4]=[C:3]([CH2:7][N:8]2[CH:13]([C:14]3[C:19]([O:20][CH3:21])=[CH:18][C:17]([F:22])=[CH:16][C:15]=3[O:23][CH3:24])[CH2:12][CH:11]=[CH:10][C:9]2=[O:25])[CH:2]=1>CCOC(C)=O>[C:1]1([C:26]2[CH:31]=[CH:30][CH:29]=[CH:28][CH:27]=2)[CH:6]=[CH:5][CH:4]=[C:3]([CH2:7][N:8]2[CH:13]([C:14]3[C:19]([O:20][CH3:21])=[CH:18][C:17]([F:22])=[CH:16][C:15]=3[O:23][CH3:24])[CH2:12][CH2:11][CH2:10][C:9]2=[O:25])[CH:2]=1. Reported procedure: A mixture of 1-([1,1′-biphenyl]-3-ylmethyl)-6-(4-fluoro-2,6-dimethoxyphenyl)-5,6-dihydropyridin-2(1H)-one (130 mg; 0.31 mmol; 1.0 equiv.), 10% Pd(C) (13 mg; 10% in mass) in anh. AcOEt (2 ml) was stirred at rt, under hydrogen atmosphere (1 atm), for 1 h. Filtration over a pad of celite, concentration to dryness under reduced pressure, and subsequent purification by preparative HPLC afforded 1-([1,1′-biphenyl]-3-ylmethyl)-6-(4-fluoro-2,6-dimethoxyphenyl)piperidin-2-one as a yellow solid. LC-MS (co... The reactants are CC(C)(C)[Si](OCCCC1OC(=O)C(S(=O)c2ccccc2)C1c1ccccc1)(c1ccccc1)c1ccccc1, Cc1ccccc1. The product is CC(C)(C)[Si](OCCCC1OC(=O)C=C1c1ccccc1)(c1ccccc1)c1ccccc1. RXN SMILES: [C:1]([CH3:2])([CH3:3])([CH3:4])[Si:5]([O:6][CH2:7][CH2:8][CH2:9][CH:10]1[CH:11]([c:24]2[cH:25][cH:26][cH:27][cH:28][cH:29]2)[CH:12]([S:16]([c:17]2[cH:18][cH:19][cH:20][cH:21][cH:22]2)=[O:23])[C:13](=[O:15])[O:14]1)([c:30]1[cH:31][cH:32][cH:33][cH:34][cH:35]1)[c:36]1[cH:37][cH:38][cH:39][cH:40][cH:41]1.[CH3:42][c:43]1[cH:44][cH:45][cH:46][cH:47][cH:48]1>>[C:1]([CH3:2])([CH3:3])([CH3:4])[Si:5]([O:6][CH2:7][CH2:8][CH2:9][CH:10]1[C:11]([c:24]2[cH:25][cH:26][cH:27][cH:28][cH:29]2)=[CH:12][C:13](=[O:15])[O:14]1)([c:30]1[cH:31][cH:32][cH:33][cH:34][cH:35]1)[c:36]1[cH:37][cH:38][cH:39][cH:40][cH:41]1.